From a dataset of the Open Reaction Database (ORD), a public repository of structured organic reaction records. describe an organic reaction: reactants, conditions, products, and yield Reactants: 1-(di-1-pyrrolidinylmethylene)-1H-benzotriazolium 3-oxide hexafluorophosphate, FC1(C(N(C2=C(N(C1)CCC1=CC=CC=C1)N=C(N=C2)NC2=C(C=C(C(=O)O)C=C2)OC)C)=O)F (4-(7,7-difluoro-5-methyl-6-oxo-9-phenethyl-6,7,8,9-tetrahydro-5H-pyrimido[4,5-b][1,4]diazepin-2-ylamino)-3-methoxy-benzoic acid), C(C)N(C(C)C)C(C)C (ethyldiisopropyl amine), Cl.CN (methylamine hydrochloride). Run in CN(C=O)C (dimethylformamide), ice water. Reaction conditions: time 1 hour. Yields the product FC1(C(N(C2=C(N(C1)CCC1=CC=CC=C1)N=C(N=C2)NC2=C(C=C(C(=O)NC)C=C2)OC)C)=O)F (4-(7,7-difluoro-5-methyl-6-oxo-9-phenethyl-6,7,8,9-tetrahydro-5H-pyrimido[4,5-b][1,4]diazepin-2-ylamino)-3-methoxy-N-methyl-benzamide). Isolated yield 66.3%. Reaction SMILES: [F:1][C:2]1([F:35])[CH2:8][N:7]([CH2:9][CH2:10][C:11]2[CH:16]=[CH:15][CH:14]=[CH:13][CH:12]=2)[C:6]2[N:17]=[C:18]([NH:21][C:22]3[CH:30]=[CH:29][C:25]([C:26]([OH:28])=O)=[CH:24][C:23]=3[O:31][CH3:32])[N:19]=[CH:20][C:5]=2[N:4]([CH3:33])[C:3]1=[O:34].[CH2:36]([N:38](C(C)C)C(C)C)C.Cl.CN>CN(C)C=O>[F:1][C:2]1([F:35])[CH2:8][N:7]([CH2:9][CH2:10][C:11]2[CH:16]=[CH:15][CH:14]=[CH:13][CH:12]=2)[C:6]2[N:17]=[C:18]([NH:21][C:22]3[CH:30]=[CH:29][C:25]([C:26]([NH:38][CH3:36])=[O:28])=[CH:24][C:23]=3[O:31][CH3:32])[N:19]=[CH:20][C:5]=2[N:4]([CH3:33])[C:3]1=[O:34] |f:2.3|. Procedure details: To a mixture of 0.08 g (0.17 mmole) of 4-(7,7-difluoro-5-methyl-6-oxo-9-phenethyl-6,7,8,9-tetrahydro-5H-pyrimido[4,5-b][1,4]diazepin-2-ylamino)-3-methoxy-benzoic acid (I-275), 0.12 mL (0.64 mmole) of ethyldiisopropyl amine and 0.012 g (0.19 mmole) of methylamine hydrochloride in 2.0 mL of dimethylformamide was added 0.079 g (0.19 mmole) of 1-(di-1-pyrrolidinylmethylene)-1H-benzotriazolium 3-oxide hexafluorophosphate. The mixture was stirred at room temperature for 1 hour, then diluted with 10 mL... Reactants: C1(=CC=C(C=C1)OCC(=O)O)C (2-p-tolyloxyacetic acid), CN (methylamine). Product: C1(=CC=C(C=C1)OCCNC)C ((2-p-Tolyloxyethyl)methylamine). As a reaction SMILES: [C:1]1([CH3:12])[CH:6]=[CH:5][C:4]([O:7][CH2:8][C:9](O)=O)=[CH:3][CH:2]=1.[CH3:13][NH2:14]>>[C:1]1([CH3:12])[CH:6]=[CH:5][C:4]([O:7][CH2:8][CH2:9][NH:14][CH3:13])=[CH:3][CH:2]=1. Procedure details: Synthesized according to typical procedures C and D from 2-p-tolyloxyacetic acid and methylamine. The reactants are CO, CCOC(=O)C1CCC(n2nc(C)c(-c3cnc4[nH]cc(C(C)c5c(OC)ccc(F)c5Cl)c4c3)c2C)CC1, [Li+], [OH-], O. Yields the product COc1ccc(F)c(Cl)c1C(C)c1c[nH]c2ncc(-c3c(C)nn(C4CCC(C(=O)O)CC4)c3C)cc12. As a reaction SMILES: [CH3:40][OH:41].[Cl:1][c:2]1[c:3]([CH:11]([CH3:12])[c:13]2[cH:14][nH:15][c:16]3[n:17][cH:18][c:19](-[c:22]4[c:23]([CH3:39])[n:24][n:25]([CH:28]5[CH2:29][CH2:30][CH:31]([C:34](=[O:35])[O:36][CH2:37][CH3:38])[CH2:32][CH2:33]5)[c:26]4[CH3:27])[cH:20][c:21]23)[c:4]([O:9][CH3:10])[cH:5][cH:6][c:7]1[F:8].[Li+:42].[OH-:43].[OH2:44]>>[Cl:1][c:2]1[c:3]([CH:11]([CH3:12])[c:13]2[cH:14][nH:15][c:16]3[n:17][cH:18][c:19](-[c:22]4[c:23]([CH3:39])[n:24][n:25]([CH:28]5[CH2:29][CH2:30][CH:31]([C:34](=[O:35])[OH:36])[CH2:32][CH2:33]5)[c:26]4[CH3:27])[cH:20][c:21]23)[c:4]([O:9][CH3:10])[cH:5][cH:6][c:7]1[F:8].